From a dataset of the Open Reaction Database (ORD), a public repository of structured organic reaction records. describe an organic reaction: reactants, conditions, products, and yield The reactants are NC1(c2ccc(Br)cn2)CC1, CC(C)(C)OC(=O)NCc1ccc(C2(N)CC2)nc1, C[SiH](C)OC(c1ccc(C2(N)CC2)nc1)C(C)(C)C, CC(C)(C)[SiH2]OC(C)(C)c1ccnc(C2(N)CC2)c1, Cc1cc(C2(N)CC2)no1, Cc1nc(C2(N)CC2)cs1, Cc1ccc(C2(N)CC2)nc1, CN(C)Cc1ccc(C2(N)CC2)nc1, NC1(c2coc(C3CC3)n2)CC1, NC1(c2cc(I)ccn2)CC1, CN(C)c1ccc(C2(N)CC2)nc1. Product: CC(C)c1nc(C2(N)CC2)co1. Reaction SMILES: [Br:105][c:106]1[cH:107][cH:108][c:109]([C:110]2([NH2:111])[CH2:112][CH2:113]2)[n:114][cH:115]1.[C:34]([O:35][C:36](=[O:37])[NH:38][CH2:39][c:40]1[cH:41][n:42][c:43]([C:44]2([NH2:45])[CH2:46][CH2:47]2)[cH:48][cH:49]1)([CH3:50])([CH3:51])[CH3:52].[C:67]([CH:68]([O:69][SiH:70]([CH3:71])[CH3:72])[c:73]1[cH:74][cH:75][c:76]([C:77]2([NH2:78])[CH2:79][CH2:80]2)[n:81][cH:82]1)([CH3:83])([CH3:84])[CH3:85].[C:86]([SiH2:87][O:88][C:89]([CH3:90])([CH3:91])[c:92]1[cH:93][cH:94][n:95][c:96]([C:97]2([NH2:98])[CH2:99][CH2:100]2)[cH:101]1)([CH3:102])([CH3:103])[CH3:104].[CH3:13][c:14]1[o:15][n:16][c:17]([C:18]2([NH2:19])[CH2:20][CH2:21]2)[cH:22]1.[CH3:140][c:141]1[s:142][cH:143][c:144]([C:145]2([NH2:146])[CH2:147][CH2:148]2)[n:149]1.[CH3:23][c:24]1[cH:25][cH:26][c:27]([C:28]2([NH2:29])[CH2:30][CH2:31]2)[n:32][cH:33]1.[CH3:53][N:54]([CH2:55][c:56]1[cH:57][cH:58][c:59]([C:60]2([NH2:61])[CH2:62][CH2:63]2)[n:64][cH:65]1)[CH3:66].[CH:1]1([c:4]2[o:5][cH:6][c:7]([C:9]3([NH2:12])[CH2:10][CH2:11]3)[n:8]2)[CH2:2][CH2:3]1.[I:116][c:117]1[cH:118][cH:119][n:120][c:121]([C:122]2([NH2:123])[CH2:124][CH2:125]2)[cH:126]1.[NH2:127][C:128]1([c:129]2[n:130][cH:131][c:132]([N:133]([CH3:134])[CH3:135])[cH:136][cH:137]2)[CH2:138][CH2:139]1>>[CH:1]([CH3:2])([CH3:3])[c:4]1[o:5][cH:6][c:7]([C:9]2([NH2:12])[CH2:10][CH2:11]2)[n:8]1.